From a dataset of the Open Reaction Database (ORD), a public repository of structured organic reaction records. describe an organic reaction: reactants, conditions, products, and yield Reactants: O (water), C(C)(=O)N(CCCN1C(C=2C(C1=O)=CC=CC2)=O)C2=CC=C(C=C2)C=2OC1=C(C(C2)=O)C(=C(C=C1)F)N (2-[4-[N-Acetyl-N-(3-phthalimidopropyl)amino]phenyl]-5-amino-6-fluoro-4H-1-benzopyran-4-one), Cl (hydrochloric acid), aqueous solution, [OH-].[Na+] (sodium hydroxide). Solvent: O1CCOCC1 (dioxane). Yields the product NC1=C(C=CC2=C1C(C=C(O2)C2=CC=C(C=C2)NCCCN2C(C=1C(C2=O)=CC=CC1)=O)=O)F (5-Amino-6-fluoro-2-[4-[(3-phthalimidopropyl)amino]phenyl]-4H-1-benzopyran-4-one). Isolated yield 87.0%. Reaction SMILES: C([N:4]([C:19]1[CH:24]=[CH:23][C:22]([C:25]2[O:26][C:27]3[CH:35]=[CH:34][C:33]([F:36])=[C:32]([NH2:37])[C:28]=3[C:29](=[O:31])[CH:30]=2)=[CH:21][CH:20]=1)[CH2:5][CH2:6][CH2:7][N:8]1[C:12](=[O:13])[C:11]2=[CH:14][CH:15]=[CH:16][CH:17]=[C:10]2[C:9]1=[O:18])(=O)C.Cl.[OH-].[Na+].O>O1CCOCC1>[NH2:37][C:32]1[C:28]2[C:29](=[O:31])[CH:30]=[C:25]([C:22]3[CH:21]=[CH:20][C:19]([NH:4][CH2:5][CH2:6][CH2:7][N:8]4[C:12](=[O:13])[C:11]5=[CH:14][CH:15]=[CH:16][CH:17]=[C:10]5[C:9]4=[O:18])=[CH:24][CH:23]=3)[O:26][C:27]=2[CH:35]=[CH:34][C:33]=1[F:36] |f:2.3|. Procedure: 6.0 g of Compound 14 was dissolved in 90 ml of dioxane, 60 ml of concentrated hydrochloric acid was added and the mixture was heated at reflux for 5 hours. The reaction solution was cooled on ice and adjusted to pH 7.5 by addition of a 10N aqueous solution of sodium hydroxide thereto, water was further added, and the precipitated crystals were collected by filtration to give 4.78 g (87%) of Compound 15.